This data is from the Open Reaction Database (ORD), a public repository of structured organic reaction records. The task is: describe an organic reaction: reactants, conditions, products, and yield Yields the product C(C=C)OC1=C(C(=O)O)C=C(C=C1)C1=CC=C(C=C1)F (2-Allyloxy-5-(4'-fluorophenyl)-benzoic acid). The reactants are OC1=C(C(=O)[O-])C=CC=C1 (2-hydroxy-benzoate), COC(C1=C(C=CC(=C1)C1=CC=C(C=C1)F)O)=O (methyl-2-hydroxy-5-(4'-fluorophenyl)-benzoate). RXN SMILES: O[C:2]1[CH:10]=CC=C[C:3]=1C([O-])=O.C[O:12][C:13](=[O:28])[C:14]1[CH:19]=[C:18]([C:20]2[CH:25]=[CH:24][C:23]([F:26])=[CH:22][CH:21]=2)[CH:17]=[CH:16][C:15]=1[OH:27]>>[CH2:10]([O:27][C:15]1[CH:16]=[CH:17][C:18]([C:20]2[CH:25]=[CH:24][C:23]([F:26])=[CH:22][CH:21]=2)=[CH:19][C:14]=1[C:13]([OH:12])=[O:28])[CH:2]=[CH2:3]. Reported procedure: When the 2-hydroxy-benzoate compounds obtained from Example 9 are used in place of methyl-2-hydroxy-5-(4'-fluorophenyl)-benzoate in the above example, there are obtained the corresponding allyloxy-benzoic acid compounds. Reactants: CCCCC1CCNCC1, CCCCCCC, CCOC(C)=O, COc1ccc2c(c1)N(CCCCl)C(=O)CO2, [I-], [K+], [K+], [Na+], O=C([O-])[O-]. Yields the product CCCCC1CCN(CCCN2C(=O)COc3ccc(OC)cc32)CC1. As a reaction SMILES: [CH2:26]([CH2:27][CH2:28][CH3:29])[CH:30]1[CH2:31][CH2:32][NH:33][CH2:34][CH2:35]1.[CH3:36][CH2:37][CH2:38][CH2:39][CH2:40][CH2:41][CH3:42].[CH3:43][CH2:44][O:45][C:46]([CH3:47])=[O:48].[Cl:1][CH2:2][CH2:3][CH2:4][N:5]1[C:6](=[O:17])[CH2:7][O:8][c:9]2[c:10]1[cH:11][c:12]([O:15][CH3:16])[cH:13][cH:14]2.[I-:24].[K+:18].[K+:19].[Na+:25].[O-:20][C:21]([O-:22])=[O:23]>>[CH2:2]([CH2:3][CH2:4][N:5]1[C:6](=[O:17])[CH2:7][O:8][c:9]2[c:10]1[cH:11][c:12]([O:15][CH3:16])[cH:13][cH:14]2)[N:33]1[CH2:32][CH2:31][CH:30]([CH2:26][CH2:27][CH2:28][CH3:29])[CH2:35][CH2:34]1.